From a dataset of the Open Reaction Database (ORD), a public repository of structured organic reaction records. describe an organic reaction: reactants, conditions, products, and yield Starting materials: solution, [OH-].[Na+] (sodium hydroxide), suspension, S(=O)(=O)(O)O.C(N)(=N)N1CCN(CC1)CC1=CC=CC=C1 (1-amidino-4-benzylpiperazine sulfate), COC=C(C(=O)OC)C(=O)C (methyl α-methoxymethyleneacetoacetate), resultant mixture. Solvent: CO (methanol), CO (methanol). The product is C(C1=CC=CC=C1)N1CCN(CC1)C1=NC=C(C(=N1)C)C(=O)OC (Methyl 2-(4-benzylpiperazino)-4-methylpyrimidine-5-carboxylate). The yield is 87.9%. Reaction SMILES: [OH-].[Na+].S(O)(O)(=O)=O.[C:8]([N:11]1[CH2:16][CH2:15][N:14]([CH2:17][C:18]2[CH:23]=[CH:22][CH:21]=[CH:20][CH:19]=2)[CH2:13][CH2:12]1)(=[NH:10])[NH2:9].CO[CH:26]=[C:27]([C:32]([CH3:34])=O)[C:28]([O:30][CH3:31])=[O:29]>CO>[CH2:17]([N:14]1[CH2:15][CH2:16][N:11]([C:8]2[N:9]=[C:32]([CH3:34])[C:27]([C:28]([O:30][CH3:31])=[O:29])=[CH:26][N:10]=2)[CH2:12][CH2:13]1)[C:18]1[CH:23]=[CH:22][CH:21]=[CH:20][CH:19]=1 |f:0.1,2.3|. Procedure details: One hundred milliliters of a 1M solution of sodium hydroxide in methanol were added to a suspension (60 ml) of 26.8 g (0.1 mol) of 1-amidino-4-benzylpiperazine sulfate [which had been synthesized in accordance with the process disclosed in J. Am. Chem. Soc., 66, 263 (1944)] in methanol, followed by a dropwise addition of 15.8 g (0.1 mol) of methyl α-methoxymethyleneacetoacetate. After stirring the resultant mixture overnight at room temperature, the precipitated sodium sulfate was filtered off. ... Reactants: C[P+](C)(C)CC#N, CCC#N, CCN(C(C)C)C(C)C, Cl, CNC(=O)c1ccc(N2CCNCC2)c(F)c1, [I-], O=C1Nc2cc(CO)cnc2N2CCCC12. Product: CNC(=O)c1ccc(N2CCN(Cc3cnc4c(c3)NC(=O)C3CCCN43)CC2)c(F)c1. RXN SMILES: [C:36]([CH2:37][P+:38]([CH3:39])([CH3:40])[CH3:41])#[N:42].[C:52](#[N:53])[CH2:54][CH3:55].[CH:43]([N:44]([CH2:45][CH3:46])[CH:47]([CH3:48])[CH3:49])([CH3:50])[CH3:51].[ClH:17].[F:18][c:19]1[cH:20][c:21]([C:22](=[O:23])[NH:24][CH3:25])[cH:26][cH:27][c:28]1[N:29]1[CH2:30][CH2:31][NH:32][CH2:33][CH2:34]1.[I-:35].[OH:1][CH2:2][c:3]1[cH:4][c:5]2[c:10]([n:11][cH:12]1)[N:9]1[CH:8]([C:7](=[O:16])[NH:6]2)[CH2:15][CH2:14][CH2:13]1>>[CH2:2]([c:3]1[cH:4][c:5]2[c:10]([n:11][cH:12]1)[N:9]1[CH:8]([C:7](=[O:16])[NH:6]2)[CH2:15][CH2:14][CH2:13]1)[N:32]1[CH2:31][CH2:30][N:29]([c:28]2[c:19]([F:18])[cH:20][c:21]([C:22](=[O:23])[NH:24][CH3:25])[cH:26][cH:27]2)[CH2:34][CH2:33]1. RXN SMILES: [Br:1][C:2]1[CH:3]=[C:4]([N:10]2[CH2:15][CH2:14][N:13]([CH2:16][C:17]3[CH:22]=[CH:21][C:20]([O:23][CH3:24])=[C:19]([O:25][CH3:26])[CH:18]=3)[CH:12]([CH2:27][NH2:28])[CH2:11]2)[CH:5]=[C:6]([O:8][CH3:9])[CH:7]=1.[N:29]1([C:34]2[CH:39]=[CH:38][C:37]([S:40](Cl)(=[O:42])=[O:41])=[CH:36][CH:35]=2)[CH:33]=[CH:32][N:31]=[CH:30]1>>[Br:1][C:2]1[CH:3]=[C:4]([N:10]2[CH2:15][CH2:14][N:13]([CH2:16][C:17]3[CH:22]=[CH:21][C:20]([O:23][CH3:24])=[C:19]([O:25][CH3:26])[CH:18]=3)[CH:12]([CH2:27][NH:28][S:40]([C:37]3[CH:38]=[CH:39][C:34]([N:29]4[CH:33]=[CH:32][N:31]=[CH:30]4)=[CH:35][CH:36]=3)(=[O:41])=[O:42])[CH2:11]2)[CH:5]=[C:6]([O:8][CH3:9])[CH:7]=1. Reactants: BrC=1C=C(C=C(C1)OC)N1CC(N(CC1)CC1=CC(=C(C=C1)OC)OC)CN (4-(3-bromo-5-methoxyphenyl)-1-[(3,4-dimethoxyphenyl)methyl]-2-piperazinemethanamine), N1(C=NC=C1)C1=CC=C(C=C1)S(=O)(=O)Cl (4-(1H-imidazol-1-yl)benzenesulfonyl chloride). Yields the product BrC=1C=C(C=C(C1)OC)N1CC(N(CC1)CC1=CC(=C(C=C1)OC)OC)CNS(=O)(=O)C1=CC=C(C=C1)N1C=NC=C1 (N-[[4-(3-Bromo-5-methoxyphenyl)-1-[(3,4-dimethoxyphenyl)methyl]piperazin-2-yl]-methyl]-4-(1H-imidazol-1-yl)benzenesulfonamide). Procedure: In a manner similar to Preparation 3, react 4-(3-bromo-5-methoxyphenyl)-1-[(3,4-dimethoxyphenyl)methyl]-2-piperazinemethanamine with 4-(1H-imidazol-1-yl)benzenesulfonyl chloride to obtain the title compound.